This data is from the Open Reaction Database (ORD), a public repository of structured organic reaction records. The task is: describe an organic reaction: reactants, conditions, products, and yield The reactants are F, O=N[O-], Nc1ncc(O)cc1Cl, [Na+], [Na+], [OH-], c1ccncc1. The product is Oc1cnc(F)c(Cl)c1. RXN SMILES: [FH:16].[N:10]([O-:11])=[O:12].[NH2:1][c:2]1[n:3][cH:4][c:5]([OH:9])[cH:6][c:7]1[Cl:8].[Na+:13].[Na+:15].[OH-:14].[cH:17]1[cH:18][cH:19][n:20][cH:21][cH:22]1>>[c:2]1([F:16])[n:3][cH:4][c:5]([OH:9])[cH:6][c:7]1[Cl:8]. Reactants: ceric ammonium nitrate, C(C)(C)(C)[C@@H]1[C@@H](C(N1CC1=CC=C(C=C1)OC)=O)OCC1=CC=CC=C1 ((±)-cis-4-tert-butyl-3-benzyloxy-1-p-methoxybenzyl-azetidinone). Run in O (water), C(C)#N (acetonitrile). The product is C(C1=CC=CC=C1)O[C@@H]1C(N[C@@H]1C(C)(C)C)=O ((±)-cis-3-benzyloxy-4-tert-butyl-azetidin-2-one). Reaction SMILES: [C:1]([C@H:5]1[N:8](CC2C=CC(OC)=CC=2)[C:7](=[O:18])[C@H:6]1[O:19][CH2:20][C:21]1[CH:26]=[CH:25][CH:24]=[CH:23][CH:22]=1)([CH3:4])([CH3:3])[CH3:2]>O.C(#N)C>[CH2:20]([O:19][C@H:6]1[C@@H:5]([C:1]([CH3:3])([CH3:2])[CH3:4])[NH:8][C:7]1=[O:18])[C:21]1[CH:22]=[CH:23][CH:24]=[CH:25][CH:26]=1. Procedure details: Trimethylacetaldehyde (20.3 mL, 1.25 equiv) was added to a strirred suspension of p-anisidine (18.4 gm, 0.150 mole) and anhydrous Na2SO4 (150 gm) in anhydrous DCM (250 mL) at RT. After 2 hr, this was filtered and the solid was washed with additional anhydrous DCM. The solvent was removed from the filtrate and the crystalline residue was dissolved in anhydrous DCM (750 mL) and placed under a nitrogen atmosphere. Triethylamine (48.0 mL, 2.3 equiv) was added and the reaction was cooled to −78° C. B... Starting materials: Brc1ncc(Br)n2ncnc12, CC(C)N1CCC(c2ccc(N)cc2)CC1, CCN(C(C)C)C(C)C, CC(C)O. Product: CC(C)N1CCC(c2ccc(Nc3ncc(Br)n4ncnc34)cc2)CC1. As a reaction SMILES: [Br:26][c:27]1[cH:28][n:29][c:30]([Br:36])[c:31]2[n:32]1[n:33][cH:34][n:35]2.[CH:10]([CH3:11])([CH3:12])[N:13]1[CH2:14][CH2:15][CH:16]([c:19]2[cH:20][cH:21][c:22]([NH2:25])[cH:23][cH:24]2)[CH2:17][CH2:18]1.[CH:1]([N:2]([CH2:3][CH3:4])[CH:5]([CH3:6])[CH3:7])([CH3:8])[CH3:9].[CH:37]([OH:38])([CH3:39])[CH3:40]>>[CH:10]([CH3:11])([CH3:12])[N:13]1[CH2:14][CH2:15][CH:16]([c:19]2[cH:20][cH:21][c:22]([NH:25][c:30]3[n:29][cH:28][c:27]([Br:26])[n:32]4[c:31]3[n:35][cH:34][n:33]4)[cH:23][cH:24]2)[CH2:17][CH2:18]1. Starting materials: C1CCOC1, CCOC(C)=O, O=C1OC(CO)CC1Cc1c(Cl)cc(-c2ccc(F)cc2)cc1Cl, Cl, [O-][I+3]([O-])([O-])O, [Na+], [OH-], O. The product is O=C1OC(O)CC1Cc1c(Cl)cc(-c2ccc(F)cc2)cc1Cl. Reaction SMILES: [CH2:33]1[O:34][CH2:35][CH2:36][CH2:37]1.[CH3:39][CH2:40][O:41][C:42]([CH3:43])=[O:44].[Cl:1][c:2]1[cH:3][c:4](-[c:18]2[cH:19][cH:20][c:21]([F:24])[cH:22][cH:23]2)[cH:5][c:6]([Cl:17])[c:7]1[CH2:8][CH:9]1[C:10](=[O:16])[O:11][CH:12]([CH2:14][OH:15])[CH2:13]1.[ClH:32].[I+3:27]([O-:28])([OH:29])([O-:30])[O-:31].[Na+:26].[OH-:25].[OH2:38]>>[Cl:1][c:2]1[cH:3][c:4](-[c:18]2[cH:19][cH:20][c:21]([F:24])[cH:22][cH:23]2)[cH:5][c:6]([Cl:17])[c:7]1[CH2:8][CH:9]1[C:10](=[O:16])[O:11][CH:12]([OH:28])[CH2:13]1. The reactants are ClC1=NC=CC(=N1)C=1C(=NN2C1C=CC=C2)C=2C=C(C=CC2)NC(C2=C(C=CC=C2F)F)=O (N-{3-[3-(2-chloro-4-pyrimidinyl)pyrazolo[1,5-a]pyridin-2-yl]phenyl}-2,6-difluorobenzamide), C(C)S(=O)(=O)C=1C=CC(=C(C1)N)OC ([5-(ethylsulfonyl)-2-(methyloxy)phenyl]amine). The product is C1NCCC2=CC=C(C=C12)NC1=NC=CC(=N1)C=1C(=NN2C1C=CC=C2)C=2C=C(C=CC2)NC(C2=CC=CC=C2)=O (N-(3-{3-[2-(1,2,3,4-tetrahydro-7-isoquinolinylamino)-4-pyrimidinyl]-pyrazolo[1,5-a]pyridin-2-yl}phenyl)benzamide). RXN SMILES: Cl[C:2]1[N:7]=[C:6]([C:8]2[C:9]([C:17]3[CH:18]=[C:19]([NH:23][C:24](=[O:33])[C:25]4[C:30](F)=[CH:29][CH:28]=[CH:27][C:26]=4F)[CH:20]=[CH:21][CH:22]=3)=[N:10][N:11]3[CH:16]=[CH:15][CH:14]=[CH:13][C:12]=23)[CH:5]=[CH:4][N:3]=1.C(S([C:39]1[CH:40]=[CH:41][C:42](OC)=[C:43]([NH2:45])[CH:44]=1)(=O)=O)C>>[CH2:2]1[C:39]2[C:40](=[CH:41][CH:42]=[C:43]([NH:45][C:2]3[N:7]=[C:6]([C:8]4[C:9]([C:17]5[CH:18]=[C:19]([NH:23][C:24](=[O:33])[C:25]6[CH:30]=[CH:29][CH:28]=[CH:27][CH:26]=6)[CH:20]=[CH:21][CH:22]=5)=[N:10][N:11]5[CH:16]=[CH:15][CH:14]=[CH:13][C:12]=45)[CH:5]=[CH:4][N:3]=3)[CH:44]=2)[CH2:5][CH2:4][NH:3]1. Procedure details: The title compound was prepared by a procedure similar to Example 27, Step D using N-{3-[3-(2-chloro-4-pyrimidinyl)pyrazolo[1,5-a]pyridin-2-yl]phenyl}-2,6-difluorobenzamide and [5-(ethylsulfonyl)-2-(methyloxy)phenyl]amine: MS (APCI): 641 (M+H)+. The reactants are OCCC1CC(c2cccc(Br)c2)C1, CCN(CC)S(F)(F)F, ClCCl. The product is FCCC1CC(c2cccc(Br)c2)C1. RXN SMILES: [Br:1][c:2]1[cH:3][c:4]([CH:8]2[CH2:9][CH:10]([CH2:12][CH2:13][OH:14])[CH2:11]2)[cH:5][cH:6][cH:7]1.[CH2:15]([N:16]([S:17]([F:18])([F:19])[F:21])[CH2:20][CH3:22])[CH3:23].[Cl:24][CH2:25][Cl:26]>>[Br:1][c:2]1[cH:3][c:4]([CH:8]2[CH2:9][CH:10]([CH2:12][CH2:13][F:21])[CH2:11]2)[cH:5][cH:6][cH:7]1. The reactants are FC=1C(=NC(=NC1)NC1=CC(=C(C=C1)OCCOC)O)NC=1C=C(C=CC1)NC(C=C)=O (N-(3-((5-fluoro-2-((3-hydroxy-4-(2-methoxyethoxy)phenyl)amino)pyrimidin-4-yl)amino)phenyl)acrylamide), FC=1C(=NC(=NC1)NC1=CC(=C(C=C1)OCCOC)O)NC=1C=C(C=CC1)NC(C=C)=O (N-(3-((5-fluoro-2-((3-hydroxy-4-(2-methoxyethoxy)phenyl)amino)pyrimidin-4-yl)amino)phenyl)acrylamide), FC=1C=CC(=C(C1)O)[N+](=O)[O-] (5-fluoro-2-nitrophenol). Yields the product FC=1C(=NC(=NC1)NC1=C(C=C(C=C1)OCCOC)O)NC=1C=C(C=CC1)NC(C=C)=O (N-(3-((5-fluoro-2-((2-hydroxy-4-(2-methoxyethoxy)phenyl)amino)pyrimidin-4-yl)amino)phenyl)acrylamide). As a reaction SMILES: [F:1][C:2]1[C:3]([NH:21][C:22]2[CH:23]=[C:24]([NH:28][C:29](=[O:32])[CH:30]=[CH2:31])[CH:25]=[CH:26][CH:27]=2)=[N:4][C:5]([NH:8][C:9]2[CH:14]=[CH:13][C:12]([O:15][CH2:16][CH2:17][O:18][CH3:19])=[C:11](O)[CH:10]=2)=[N:6][CH:7]=1.FC1C=CC([N+]([O-])=O)=C([OH:40])C=1>>[F:1][C:2]1[C:3]([NH:21][C:22]2[CH:23]=[C:24]([NH:28][C:29](=[O:32])[CH:30]=[CH2:31])[CH:25]=[CH:26][CH:27]=2)=[N:4][C:5]([NH:8][C:9]2[CH:10]=[CH:11][C:12]([O:15][CH2:16][CH2:17][O:18][CH3:19])=[CH:13][C:14]=2[OH:40])=[N:6][CH:7]=1. Reported procedure: The synthesis of N-(3-((5-fluoro-2-((3-hydroxy-4-(2-methoxyethoxy)phenyl)amino)pyrimidin-4-yl)amino)phenyl)acrylamide was achieved as described above for N-(3-((5-fluoro-2-((3-hydroxy-4-(2-methoxyethoxy)phenyl)amino)pyrimidin-4-yl)amino)phenyl)acrylamide (I-13) in Example 7 using 5-fluoro-2-nitrophenol in place of 2-fluoro-5-nitrophenol in the first step. The reactants are CN(C)CCC(=O)c1ccccc1, Cl. Product: CN(C)CCC(O)c1ccccc1. RXN SMILES: [CH3:1][N:2]([CH2:3][CH2:4][C:5](=[O:6])[c:7]1[cH:8][cH:9][cH:10][cH:11][cH:12]1)[CH3:13].[ClH:14]>>[CH3:1][N:2]([CH2:3][CH2:4][CH:5]([OH:6])[c:7]1[cH:8][cH:9][cH:10][cH:11][cH:12]1)[CH3:13].